Dataset: the Open Reaction Database (ORD), a public repository of structured organic reaction records. Task: describe an organic reaction: reactants, conditions, products, and yield The reactants are O=C([O-])[O-], COC(=O)C(Cc1ccc(C)c(OC)c1)NC(=O)CCl, CN(C)C=O, ClCCl, Cl, [K+], [K+], NCc1ccccc1. Yields the product COC(=O)C(Cc1ccc(C)c(OC)c1)NC(=O)CNCc1ccccc1. RXN SMILES: [C:9](=[O:10])([O-:11])[O-:12].[CH3:15][O:16][C:17]([CH:18]([CH2:19][c:20]1[cH:21][c:22]([O:27][CH3:28])[c:23]([CH3:26])[cH:24][cH:25]1)[NH:29][C:30]([CH2:31][Cl:32])=[O:33])=[O:34].[CH3:36][N:37]([CH3:38])[CH:39]=[O:40].[Cl:41][CH2:42][Cl:43].[ClH:35].[K+:13].[K+:14].[NH2:1][CH2:2][c:3]1[cH:4][cH:5][cH:6][cH:7][cH:8]1>>[NH:1]([CH2:2][c:3]1[cH:4][cH:5][cH:6][cH:7][cH:8]1)[CH2:31][C:30]([NH:29][CH:18]([C:17]([O:16][CH3:15])=[O:34])[CH2:19][c:20]1[cH:21][c:22]([O:27][CH3:28])[c:23]([CH3:26])[cH:24][cH:25]1)=[O:33]. Starting materials: O=C1N(CCC2=C1C(=CO2)C(=O)OCC)CC (ethyl 4-oxo-5-ethyl-4,5,6,7-tetrahydro-furo[3,2-c]pyridine-3-carboxylate), C(C)(=O)[O-].[NH4+] (ammonium acetate). The solvent is CN(C=O)C (N,N-dimethylformamide). Run at temperature 115 celsius. Yields the product O=C1N(CCC2=C1C(=CN2)C(=O)OCC)CC (ethyl 4-oxo-5-ethyl-4,5,6,7-tetrahydro-1H-pyrrolo[3,2-c]pyridine-3-carboxylate). Isolated yield 53.6%. RXN SMILES: [O:1]=[C:2]1[C:7]2[C:8]([C:11]([O:13][CH2:14][CH3:15])=[O:12])=[CH:9]O[C:6]=2[CH2:5][CH2:4][N:3]1[CH2:16][CH3:17].C([O-])(=O)C.[NH4+:22]>CN(C)C=O>[O:1]=[C:2]1[C:7]2[C:8]([C:11]([O:13][CH2:14][CH3:15])=[O:12])=[CH:9][NH:22][C:6]=2[CH2:5][CH2:4][N:3]1[CH2:16][CH3:17] |f:1.2|. Procedure: A mixture of ethyl 4-oxo-5-ethyl-4,5,6,7-tetrahydro-furo[3,2-c]pyridine-3-carboxylate (3.66 g, 15.4 mmol) and ammonium acetate (5.94 g, 77.1 mmol) in N,N-dimethylformamide (30 mL) was heated at 115° C. for 23 hours. The mixture was cooled, concentrated in vacuo, ice water added, and the precipitate collected and dried to give ethyl 4-oxo-5-ethyl-4,5,6,7-tetrahydro-1H-pyrrolo[3,2-c]pyridine-3-carboxylate (1.95 g). The aqueous filtrate was extracted 2× with ethyl acetate, the combined organic laye... Reactants: BrC=1C=C2C(=CNC2=CC1)C=O (5-bromo-1H-indole-3-carbaldehyde), [H-].[Na+] (sodium hydride), C(C)N(C(=O)Cl)CC (N,N-diethylcarbamyl chloride). The solvent is C1CCOC1 (THF), C1CCOC1 (THF). Run at temperature 0 celsius, time 15 minute. Product: C(C)N(C(=O)N1C=C(C2=CC(=CC=C12)Br)C=O)CC (5-Bromo-3-formyl-indole-1-carboxylic acid diethylamide). Isolated yield 79.6%. RXN SMILES: [H-].[Na+].[Br:3][C:4]1[CH:5]=[C:6]2[C:10](=[CH:11][CH:12]=1)[NH:9][CH:8]=[C:7]2[CH:13]=[O:14].[CH2:15]([N:17]([CH2:21][CH3:22])[C:18](Cl)=[O:19])[CH3:16]>C1COCC1>[CH2:15]([N:17]([CH2:21][CH3:22])[C:18]([N:9]1[C:10]2[C:6](=[CH:5][C:4]([Br:3])=[CH:12][CH:11]=2)[C:7]([CH:13]=[O:14])=[CH:8]1)=[O:19])[CH3:16] |f:0.1|. Reported procedure: To a suspension of sodium hydride (0.93 g, 37 mmol) in anhydrous THF (75 mL) was added dropwise a solution of 5-bromo-1H-indole-3-carbaldehyde (7.5 g, 34 mmol) in anhydrous THF (60 ml) at 0° C. After stirring at 0° C. for 15 min, N,N-diethylcarbamyl chloride (5.0 g, 37 mmol) was added dropwise into the reaction mixture. The mixture was warmed to room temperature and stirred overnight. The reaction was then quenched with water and extracted with ethyl acetate. The organics were washed with brine,... Reaction conditions: time 1 hour. RXN SMILES: [Br:1][Si](C)(C)C.[CH3:6][O:7][CH2:8][CH2:9][O:10][C:11]1[CH:12]=[CH:13][CH:14]=[C:15]2[C:20]=1[CH:19]=[C:18]([CH2:21]O)[CH:17]=[CH:16]2>C(Cl)(Cl)Cl>[Br:1][CH2:21][C:18]1[CH:19]=[C:20]2[C:15]([CH:14]=[CH:13][CH:12]=[C:11]2[O:10][CH2:9][CH2:8][O:7][CH3:6])=[CH:16][CH:17]=1. Solvent: C(Cl)(Cl)Cl (chloroform). The product is BrCC1=CC=C2C=CC=C(C2=C1)OCCOC (7-Bromomethyl-1-(2-methoxyethoxy)naphthalene). Procedure details: 0.198 ml of bromotrimethylsilane are added dropwise at room temperature to a solution of 0.23 g of [8-(2-methoxyethoxy)naphthalen-2-yl]methanol in 5 ml of chloroform. After 1 hour, the reaction mixture is concentrated by evaporation. The title compound is identified on the basis of the Rf value from the residue by means of flash chromatography (SiO2 60F). Starting materials: Br[Si](C)(C)C (bromotrimethylsilane), COCCOC=1C=CC=C2C=CC(=CC12)CO ([8-(2-methoxyethoxy)naphthalen-2-yl]methanol).